From a dataset of the Open Reaction Database (ORD), a public repository of structured organic reaction records. describe an organic reaction: reactants, conditions, products, and yield Starting materials: Cl.C(C)(C)(C)NN (tert-butyl hydrazine hydrochloride), [OH-].[Na+] (sodium hydroxide), ClC1=CC=C(C=C1)C(=C(C(=S)N)C#N)C (3-(4-chlorophenyl)-2-cyano-3-methylthioacrylamide). Solvent: C(C)O (ethyl alcohol). Product: NC1=C(C(=NN1C(C)(C)C)C1=CC=C(C=C1)Cl)C(=O)N (5-Amino-1-tert-butyl-3-(4'-chlorophenyl)pyrazole-4-carboxamide). The yield is 76.1%. Reaction SMILES: Cl.[C:2]([NH:6][NH2:7])([CH3:5])([CH3:4])[CH3:3].[OH-:8].[Na+].[Cl:10][C:11]1[CH:16]=[CH:15][C:14]([C:17](C)=[C:18]([C:22]#[N:23])[C:19]([NH2:21])=S)=[CH:13][CH:12]=1>C(O)C>[NH2:23][C:22]1[N:6]([C:2]([CH3:5])([CH3:4])[CH3:3])[N:7]=[C:17]([C:14]2[CH:15]=[CH:16][C:11]([Cl:10])=[CH:12][CH:13]=2)[C:18]=1[C:19]([NH2:21])=[O:8] |f:0.1,2.3|. Procedure details: To a solution of tert-butyl hydrazine hydrochloride (523 mg, 3.50 mmol) in ethyl alcohol (20 ml) was added powdered sodium hydroxide (168 mg, 4.20 mmol), followed by 3-(4-chlorophenyl)-2-cyano-3-methylthioacrylamide (884 mg, 3.50 mmol) and the mixture was heated at reflux for 4 h. On cooling, the solvent was removed under reduced pressure and the residue partitioned between water (80 ml) and ethyl acetate (80 ml). The aqueous layer was further extracted with ethyl acetate (2×80 ml) and the combi... The reactants are C(SCC)(OCI)=O (S-ethyl O-iodomethyl carbonothioate), C(C)(C)(C)OC(=O)N[C@@H](CCCCNC(=O)OC(C)(C)C)C(=O)N[C@@H](CCCCNC(=O)OC(C)(C)C)C(=O)O (Nα—(Nα,Nε-Bis(t-butoxycarbonyl)-L-lysinoyl)-Nε-(t-butoxycarbonyl)-L-lysine), C(=O)(O)[O-].[Na+] (NaHCO3). The solvent is O (water), C(Cl)Cl (CH2Cl2), C(Cl)Cl (CH2Cl2), O (H2O), C(Cl)Cl (CH2Cl2). Reaction conditions: time 15 minute. Product: C(OCOC([C@@H](NC([C@@H](NC(=O)OC(C)(C)C)CCCCNC(=O)OC(C)(C)C)=O)CCCCNC(=O)OC(C)(C)C)=O)(SCC)=O (O—(Nα—(Nα,Nε-Bis(t-butoxycarbonyl)-L-lysinoyl)-Nε-(t-butoxycarbonyl)-L-lysinoyloxy)methyl S-ethyl carbonothioate). The yield is 90.8%. RXN SMILES: [C:1]([O:5][C:6]([NH:8][C@H:9]([C:22]([NH:24][C@H:25]([C:38]([OH:40])=[O:39])[CH2:26][CH2:27][CH2:28][CH2:29][NH:30][C:31]([O:33][C:34]([CH3:37])([CH3:36])[CH3:35])=[O:32])=[O:23])[CH2:10][CH2:11][CH2:12][CH2:13][NH:14][C:15]([O:17][C:18]([CH3:21])([CH3:20])[CH3:19])=[O:16])=[O:7])([CH3:4])([CH3:3])[CH3:2].C([O-])(O)=O.[Na+].[C:46](=[O:53])([O:50][CH2:51]I)[S:47][CH2:48][CH3:49]>O.C(Cl)Cl>[C:46](=[O:53])([S:47][CH2:48][CH3:49])[O:50][CH2:51][O:39][C:38](=[O:40])[C@H:25]([CH2:26][CH2:27][CH2:28][CH2:29][NH:30][C:31]([O:33][C:34]([CH3:37])([CH3:36])[CH3:35])=[O:32])[NH:24][C:22](=[O:23])[C@H:9]([CH2:10][CH2:11][CH2:12][CH2:13][NH:14][C:15]([O:17][C:18]([CH3:21])([CH3:20])[CH3:19])=[O:16])[NH:8][C:6]([O:5][C:1]([CH3:2])([CH3:3])[CH3:4])=[O:7] |f:1.2|. Procedure: To a mixture of dipeptide 51 (969 mg, 1.69 mmol) in H2O (3.25 mL) and CH2Cl2 (3.25 mL) was added NaHCO3 (294 mg, 3.50 mmol) and TBAHSO4 (572 mg, 1.69 mmol). After stirring for 15 min, S-ethyl O-iodomethyl carbonothioate (322 mg, 1.30 mmol) in CH2Cl2 (1 mL) was added. The biphasic reaction was stirred vigorously for 2.5 h and was diluted with water and CH2Cl2. The layers were separated, the organic layer was washed with H2O, 0.5 N HCl solution, saturated NaHCO3 solution, saturated NaCl solution, ... Starting materials: ClC1=CC(=C(N=N1)C(=O)OCC)NC1=NC(=CC=C1)C(C)(C)O (ethyl 6-chloro-4-(6-(2-hydroxypropan-2-yl)pyridin-2-ylamino)pyridazine-3-carboxylate), CO (methanol), N (ammonia). Conditions: time 5 hour. The product is ClC1=CC(=C(N=N1)C(=O)N)NC1=NC(=CC=C1)C(C)(C)O (6-chloro-4-(6-(2-hydroxypropan-2-yl)pyridin-2-ylamino)pyridazine-3-carboxamide). Isolated yield 33.3%. As a reaction SMILES: [Cl:1][C:2]1[N:7]=[N:6][C:5]([C:8](OCC)=[O:9])=[C:4]([NH:13][C:14]2[CH:19]=[CH:18][CH:17]=[C:16]([C:20]([OH:23])([CH3:22])[CH3:21])[N:15]=2)[CH:3]=1.CO.[NH3:26]>>[Cl:1][C:2]1[N:7]=[N:6][C:5]([C:8]([NH2:26])=[O:9])=[C:4]([NH:13][C:14]2[CH:19]=[CH:18][CH:17]=[C:16]([C:20]([OH:23])([CH3:22])[CH3:21])[N:15]=2)[CH:3]=1. Procedure details: In a 50 mL round bottom flask, ethyl 6-chloro-4-(6-(2-hydroxypropan-2-yl)pyridin-2-ylamino)pyridazine-3-carboxylate (792 mg, 2.35 mmol) was suspended in ammonia 7M in methanol (7.87 g, 10.0 mL, 70.0 mmol). Sealed and stirred at room temperature for 5 h. The solvents were evaporated and the residue purified by flash chromatography (spherical silica 20-45 μM, 50 g, Versaflash Supelco) eluting with 0 to 5% over 20 min (MeOH containing 10% NH4OH)/CH2Cl2 to give 6-chloro-4-(6-(2-hydroxypropan-2-yl)py... Reactants: O[C@H](CN1N=C(C=C1)NC(C(CC(C)(C)F)N1C(C=C(C1)OC1=C(C(=CC=C1)OC)Cl)=O)=O)CO (2-[4-(2-Chloro-3-methoxyphenoxy)-2-oxo-2,5-dihydro-pyrrol-1-yl]-4-fluoro-4-methyl-pentanoic acid-[1-((R)-2,3-dihydroxy-propyl)-1H-pyrazol-3-yl]-amide), CN(CCCN=C=NCC)C (1-(3-dimethylaminopropyl)-3-ethylcarbodiimide), ON1N=NC2=C1C=CC=C2 (1-hydroxybenzotriazole), Cl.O[C@H](CN1N=C(C=C1)NC([C@H](CC(C)C)N1C(C=C(C1)OC1=C(C(=CC=C1)Cl)Cl)=O)=O)CO ((S)-2-[4-(2,3-dichloro-phenoxy)-2-oxo-2,5-dihydro-pyrrol-1-yl]-4-methyl-pentanoic acid [1-((R)-2,3-dihydroxy-propyl)-1H-pyrazol-3-yl]-amide hydrochloride). The solvent is ClCCl (dichloromethane), ClCCl (dichloromethane). Run at temperature 25 celsius, time 18 hour. Product: OC(CN1N=C(C=C1)NC(C(CC(C)(C)F)N1C(C=C(C1)OC1=C(C(=CC=C1)OC)Cl)=O)=O)(C)C (2-[4-(2-chloro-3-methoxy-phenoxy)-2-oxo-2,5-dihydro-pyrrol-1-yl]-4-fluoro-4-methyl-pentanoic acid [1-(2-hydroxy-2-methyl-propyl)-1H-pyrazol-3-yl]-amide). Yield: 56.8%. Reaction SMILES: [OH:1][C@@H:2]([CH2:34]O)[CH2:3][N:4]1[CH:8]=[CH:7][C:6]([NH:9][C:10](=[O:33])[CH:11]([N:17]2[CH2:21][C:20]([O:22][C:23]3[CH:28]=[CH:27][CH:26]=[C:25]([O:29][CH3:30])[C:24]=3[Cl:31])=[CH:19][C:18]2=[O:32])[CH2:12][C:13]([F:16])([CH3:15])[CH3:14])=[N:5]1.[CH3:36]N(C)CCCN=C=NCC.ON1C2C=CC=CC=2N=N1.Cl.O[C@@H](CO)CN1C=CC(NC(=O)[C@@H](N2CC(OC3C=CC=C(Cl)C=3Cl)=CC2=O)CC(C)C)=N1>ClCCl>[OH:1][C:2]([CH3:34])([CH3:36])[CH2:3][N:4]1[CH:8]=[CH:7][C:6]([NH:9][C:10](=[O:33])[CH:11]([N:17]2[CH2:21][C:20]([O:22][C:23]3[CH:28]=[CH:27][CH:26]=[C:25]([O:29][CH3:30])[C:24]=3[Cl:31])=[CH:19][C:18]2=[O:32])[CH2:12][C:13]([F:16])([CH3:14])[CH3:15])=[N:5]1 |f:3.4|. Reported procedure: A solution of 2-[4-(2-chloro-3-methoxy-phenoxy)-2-oxo-2,5-dihydro-pyrrol-1-yl]-4-fluoro-4-methyl-pentanoic acid (prepared as in Example 170, 200 mg, 0.54 mmol) in dichloromethane (20 mL) was treated with 1-(3-dimethylaminopropyl)-3-ethylcarbodiimide (92 mg, 0.59 mmol), 1-hydroxybenzotriazole (76 mg, 0.57 mmol) and 1-(3-amino-pyrazol-1-yl)-2-methyl-propan-2-ol (prepared in U.S. Pat. Appl. US2008021032 Example 80, 100 mg, 0.65 mmol). The reaction mixture was stirred for 18 h at 25° C., under nitro... Starting materials: 2.3, CC1=C(C(=CC=C1)C)NC1=C(N=C2N1C=C(C=C2)F)C2=C(C(=O)NNC(=O)OC(C)(C)C)C=CC=C2 (tert-butyl N′-{2-[3-(2,6-dimethylphenylamino)-6-fluoroimidazo[1,2-a]pyridin-2-yl]benzoyl}hydrazinecarboxylate). The solvent is Cl.O1CCOCC1 (HCl dioxane). The product is CC1=C(C(=CC=C1)C)NC1=C(N=C2N1C=C(C=C2)F)C2=C(C(=O)NN)C=CC=C2 (2-[3-(2,6-dimethylphenylamino)-6-fluoroimidazo[1,2-a]pyridin-2-yl]benzohydrazide). The yield is 78.0%. Reaction SMILES: [CH3:1][C:2]1[CH:7]=[CH:6][CH:5]=[C:4]([CH3:8])[C:3]=1[NH:9][C:10]1[N:14]2[CH:15]=[C:16]([F:19])[CH:17]=[CH:18][C:13]2=[N:12][C:11]=1[C:20]1[CH:36]=[CH:35][CH:34]=[CH:33][C:21]=1[C:22]([NH:24][NH:25]C(OC(C)(C)C)=O)=[O:23]>Cl.O1CCOCC1>[CH3:1][C:2]1[CH:7]=[CH:6][CH:5]=[C:4]([CH3:8])[C:3]=1[NH:9][C:10]1[N:14]2[CH:15]=[C:16]([F:19])[CH:17]=[CH:18][C:13]2=[N:12][C:11]=1[C:20]1[CH:36]=[CH:35][CH:34]=[CH:33][C:21]=1[C:22]([NH:24][NH2:25])=[O:23] |f:1.2|. Procedure details: 2.3 167 mg (0.341 mmol) of tert-butyl N′-{2-[3-(2,6-dimethylphenylamino)-6-fluoroimidazo[1,2-a]pyridin-2-yl]benzoyl}hydrazinecarboxylate are stirred for 1 hour in 5 ml of 4 N HCl/dioxane. The reaction mixture is evaporated to dryness and lyophilised, giving 114 mg (78%) of 2-[3-(2,6-dimethylphenylamino)-6-fluoroimidazo[1,2-a]pyridin-2-yl]benzohydrazide as hydrochloride; MS-FAB (M+H+)=390.8; Rf (HPLC, polar method): 1.00 min. This is employed in the next step without further purification. The reactants are O=C([O-])O, COC(=O)C(c1ccccc1Cl)N1Cc2ccsc2C(O)C1, CC#N, CC[Si](Cl)(CC)CC, [I-], [Na+], [Na+], O=S(=O)(O)O. Yields the product COC(=O)C(c1ccccc1Cl)N1CCc2sccc2C1. Reaction SMILES: [C:38](=[O:39])([OH:40])[O-:41].[CH3:16][O:17][C:18]([CH:19]([N:20]1[CH2:21][c:22]2[c:23]([s:27][cH:28][cH:29]2)[CH:24]([OH:26])[CH2:25]1)[c:30]1[c:31]([Cl:36])[cH:32][cH:33][cH:34][cH:35]1)=[O:37].[CH3:43][C:44]#[N:45].[Cl:3][Si:4]([CH2:5][CH3:6])([CH2:7][CH3:8])[CH2:9][CH3:10].[I-:2].[Na+:1].[Na+:42].[S:11](=[O:12])(=[O:13])([OH:14])[OH:15]>>[CH3:16][O:17][C:18]([CH:19]([N:20]1[CH2:21][c:22]2[c:23]([s:27][cH:28][cH:29]2)[CH2:24][CH2:25]1)[c:30]1[c:31]([Cl:36])[cH:32][cH:33][cH:34][cH:35]1)=[O:37]. The reactants are O=C(O)CCCCCCCBr, CC#N, O=S(Cl)Cl. The product is O=C(Cl)CCCCCCCBr. RXN SMILES: [Br:1][CH2:2][CH2:3][CH2:4][CH2:5][CH2:6][CH2:7][CH2:8][C:9](=[O:10])[OH:11].[CH3:16][C:17]#[N:18].[S:12]([Cl:13])([Cl:14])=[O:15]>>[Br:1][CH2:2][CH2:3][CH2:4][CH2:5][CH2:6][CH2:7][CH2:8][C:9](=[O:11])[Cl:14].